This data is from the Open Reaction Database (ORD), a public repository of structured organic reaction records. The task is: describe an organic reaction: reactants, conditions, products, and yield Starting materials: [Br-], [Br-], C=C, CO, [Mg+2], C1CCOC1, O=C1CCOCC1. The product is C#CC1(O)CCOCC1. As a reaction SMILES: [Br-:12].[Br-:8].[CH2:10]=[CH2:11].[CH3:18][OH:19].[Mg+2:9].[O:13]1[CH2:14][CH2:15][CH2:16][CH2:17]1.[O:1]1[CH2:2][CH2:3][C:4](=[O:7])[CH2:5][CH2:6]1>>[O:1]1[CH2:2][CH2:3][C:4]([OH:7])([C:10]#[CH:11])[CH2:5][CH2:6]1.